This data is from the Open Reaction Database (ORD), a public repository of structured organic reaction records. The task is: describe an organic reaction: reactants, conditions, products, and yield The reactants are OC1(CCOCC1)C[C@@H]1N(C[C@H](CC1)OS(=O)(=O)C)C(=O)OC(C)(C)C (tert-Butyl trans-2-[(4-hydroxytetrahydro-2H-pyran-4-yl)methyl]-5-[(methylsulfonyl)oxy]piperidine-1-carboxylate), [N-]=[N+]=[N-].[Na+] (sodium azide). The solvent is CN(C=O)C (N,N-dimethylformamide). Conditions: temperature 80 celsius, time 24 hour. The product is N(=[N+]=[N-])[C@@H]1CC[C@@H](N(C1)C(=O)OC(C)(C)C)CC1(CCOCC1)O (tert-Butyl cis-5-azido-2-[(4-hydroxytetrahydro-2H-pyran-4-yl)methyl]piperidine-1-carboxylate). The yield is 82.5%. Reaction SMILES: [OH:1][C:2]1([CH2:8][C@H:9]2[CH2:14][CH2:13][C@H:12](OS(C)(=O)=O)[CH2:11][N:10]2[C:20]([O:22][C:23]([CH3:26])([CH3:25])[CH3:24])=[O:21])[CH2:7][CH2:6][O:5][CH2:4][CH2:3]1.[N-:27]=[N+:28]=[N-:29].[Na+]>CN(C)C=O>[N:27]([C@H:12]1[CH2:11][N:10]([C:20]([O:22][C:23]([CH3:26])([CH3:25])[CH3:24])=[O:21])[C@@H:9]([CH2:8][C:2]2([OH:1])[CH2:7][CH2:6][O:5][CH2:4][CH2:3]2)[CH2:14][CH2:13]1)=[N+:28]=[N-:29] |f:1.2|. Reported procedure: To a stirred solution of tert-butyl trans-2-[(4-hydroxytetrahydro-2H-pyran-4-yl)methyl]-5-[(methylsulfonyl)oxy]piperidine-1-carboxylate (673 mg, 1.71 mmol, step 3 of Example 2) in N,N-dimethylformamide (4 mL) was added sodium azide (334 mg, 5.13 mmol) at room temperature and the mixture was stirred at 80° C. for 24 h. After cooling, the mixture was quenched with water (50 mL), and extracted with ethyl acetate (50 mL×4). The combined organic layer was washed with water (50 mL×4), brine (30 mL), d... The reactants are CSc1ccc(Oc2ccc([N+](=O)[O-])cc2C#N)cc1, CC(=O)O, O, OO. The product is CS(=O)c1ccc(Oc2ccc([N+](=O)[O-])cc2C#N)cc1. Reaction SMILES: [CH3:1][S:2][c:3]1[cH:4][cH:5][c:6]([O:7][c:8]2[c:9]([C:10]#[N:11])[cH:12][c:13]([N+:16](=[O:17])[O-:18])[cH:14][cH:15]2)[cH:19][cH:20]1.[CH3:24][C:25](=[O:26])[OH:27].[OH2:23].[OH:21][OH:22]>>[CH3:1][S:2]([c:3]1[cH:4][cH:5][c:6]([O:7][c:8]2[c:9]([C:10]#[N:11])[cH:12][c:13]([N+:16](=[O:17])[O-:18])[cH:14][cH:15]2)[cH:19][cH:20]1)=[O:21]. Reactants: NC=1C=C(C(=CC1)NCCC)C=1OC2=C(N1)C=C(C=C2)C(F)(F)F (2-(3-amino-6-propylaminophenyl)-5-trifluoromethylbenzoxazole), C1=CC2=C(C=C1C(=O)O)C(=O)OC2=O (1,2,4-benzenetricarboxylic anhydride). Product: FC(C=1C=CC2=C(N=C(O2)C=2C=C(C=CC2NCCC)N2C(C3=CC=C(C=C3C2=O)C(=O)O)=O)C1)(F)F (2-[3-(5-Trifluoromethylbenzoxazol-2-yl)-4-propylaminophenyl]-1,3-dioxo-2,3-dihydro-1H-isoindole-5-carboxylic acid). RXN SMILES: [NH2:1][C:2]1[CH:3]=[C:4]([C:12]2[O:13][C:14]3[CH:20]=[CH:19][C:18]([C:21]([F:24])([F:23])[F:22])=[CH:17][C:15]=3[N:16]=2)[C:5]([NH:8][CH2:9][CH2:10][CH3:11])=[CH:6][CH:7]=1.[CH:25]1[C:30]([C:31]([OH:33])=[O:32])=[CH:29][C:28]2[C:34]([O:36][C:37](=O)[C:27]=2[CH:26]=1)=[O:35]>>[F:22][C:21]([F:24])([F:23])[C:18]1[CH:19]=[CH:20][C:14]2[O:13][C:12]([C:4]3[CH:3]=[C:2]([N:1]4[C:34](=[O:35])[C:28]5[C:27](=[CH:26][CH:25]=[C:30]([C:31]([OH:33])=[O:32])[CH:29]=5)[C:37]4=[O:36])[CH:7]=[CH:6][C:5]=3[NH:8][CH2:9][CH2:10][CH3:11])=[N:16][C:15]=2[CH:17]=1. Procedure: Prepared by the method of Example 15f), from 2-(3-amino-6-propylaminophenyl)-5-trifluoromethylbenzoxazole (113 mg, 0.4 mmol) and 1,2,4-benzenetricarboxylic anhydride (96 mg, 0.5 mmol) the title compound was obtained (120 mg, 59%). 1H NMR (DMSO) δ 8.41(m, 2H), 8.30(s, 1H), 8.23(s, 1H), 8.12(d, 1H), 8.07(d, 1H), 7.97(d, 1H), 7.77(d, 1H), 7.49(dd, 1H), 7.04(d, 1H), 3.34(m, 2H) 1.75(m, 2H), 1.06(t, 3H). MS 507.7 m/z (M−H)−. The reactants are CCO, [Na+], CCOC(=O)C1(CCCn2c(=O)ccc3cccnc32)CCN(CCSc2cccs2)CC1, [OH-]. Product: O=C(O)C1(CCCn2c(=O)ccc3cccnc32)CCN(CCSc2cccs2)CC1. Reaction SMILES: [CH3:36][CH2:37][OH:38].[Na+:35].[O:1]=[c:2]1[n:3]([CH2:12][CH2:13][CH2:14][C:15]2([C:29](=[O:30])[O:31][CH2:32][CH3:33])[CH2:16][CH2:17][N:18]([CH2:21][CH2:22][S:23][c:24]3[s:25][cH:26][cH:27][cH:28]3)[CH2:19][CH2:20]2)[c:4]2[n:5][cH:6][cH:7][cH:8][c:9]2[cH:10][cH:11]1.[OH-:34]>>[O:1]=[c:2]1[n:3]([CH2:12][CH2:13][CH2:14][C:15]2([C:29](=[O:30])[OH:31])[CH2:16][CH2:17][N:18]([CH2:21][CH2:22][S:23][c:24]3[s:25][cH:26][cH:27][cH:28]3)[CH2:19][CH2:20]2)[c:4]2[n:5][cH:6][cH:7][cH:8][c:9]2[cH:10][cH:11]1. Starting materials: [OH-].[K+] (potassium hydroxide), FC1=CC=C(C=C1)C1CCC(O1)O (5-(p-fluorophenyl)2-hydroxytetrahydrofuran), C(#N)[BH3-].[Na+] (sodium cyanoborohydride), [OH-].[K+] (potassium hydroxide), Cl.FC1=CC=2C3C(N(C2C=C1)C1=CC=C(C=C1)F)CCNC3 (8-fluoro-5-(p-fluorophenyl)-2,3,4,4a,5,9b-hexahydro-1H-pyrido[4,3-b]indole hydrochloride). The solvent is CO (methanol), CO (methanol), CO (methanol), CO (methanol). Reaction conditions: time 15 minute. Yields the product FC1=CC=2C3C(N(C2C=C1)C1=CC=C(C=C1)F)CCN(C3)CCCC(C3=CC=C(C=C3)F)O (8-fluoro-5-(p-fluorophenyl)-2-[4-hydroxy-4-(p-fluorophenyl)butyl]-2,3,4,4a,5,9b-hexahydro-1H-pyrido[4,3-b]indole). The yield is 56.0%. RXN SMILES: [OH-].[K+].Cl.[F:4][C:5]1[CH:13]=[CH:12][C:11]2[N:10]([C:14]3[CH:19]=[CH:18][C:17]([F:20])=[CH:16][CH:15]=3)[CH:9]3[CH2:21][CH2:22][NH:23][CH2:24][CH:8]3[C:7]=2[CH:6]=1.[F:25][C:26]1[CH:31]=[CH:30][C:29]([CH:32]2[O:36][CH:35](O)[CH2:34][CH2:33]2)=[CH:28][CH:27]=1.C([BH3-])#N.[Na+]>CO>[F:4][C:5]1[CH:13]=[CH:12][C:11]2[N:10]([C:14]3[CH:15]=[CH:16][C:17]([F:20])=[CH:18][CH:19]=3)[CH:9]3[CH2:21][CH2:22][N:23]([CH2:35][CH2:34][CH2:33][CH:32]([OH:36])[C:29]4[CH:28]=[CH:27][C:26]([F:25])=[CH:31][CH:30]=4)[CH2:24][CH:8]3[C:7]=2[CH:6]=1 |f:0.1,2.3,5.6|. Procedure: To a solution of 53 mg. (0.95 mmole) of potassium hydroxide in 50 ml. of methanol under a nitrogen atmosphere was added 613 ml. (1.90 mmole) of levorotatory 8-fluoro-5-(p-fluorophenyl)-2,3,4,4a,5,9b-hexahydro-1H-pyrido[4,3-b]indole hydrochloride, [α]D =(-)40.9 (methanol) and the mixture stirred until solution was complete. To the solution was added 346 mg. (1.90 mmole) of levorotatory 5-(p-fluorophenyl)2-hydroxytetrahydrofuran (from Example 19, Part B), dissolved in a small volume of methanol an...